From a dataset of the Open Reaction Database (ORD), a public repository of structured organic reaction records. describe an organic reaction: reactants, conditions, products, and yield Starting materials: O1C(COC2=C(C=CC=C2)C=2CCC(N(N2)C)=O)C1 (6-[2-(2,3-epoxypropoxy)phenyl]-2-methyl-4,5-dihydro-3(2H)-pyridazinone), C1(=CC=CC=C1)O (phenol), C(C)(C)N (isopropylamine). Solvent: CO (methanol). The product is OC(COC1=C(C=CC=C1)C=1CCC(N(N1)C)=O)CNC(C)C (6-[2-(2-hydroxy-3-isopropylaminopropoxy)phenyl]-2-methyl-4,5-dihydro-3(2H)-pyridazinone). The yield is 75.0%. RXN SMILES: [O:1]1[CH2:19][CH:2]1[CH2:3][O:4][C:5]1[CH:10]=[CH:9][CH:8]=[CH:7][C:6]=1[C:11]1[CH2:12][CH2:13][C:14](=[O:18])[N:15]([CH3:17])[N:16]=1.C1(O)C=CC=CC=1.[CH:27]([NH2:30])([CH3:29])[CH3:28]>CO>[OH:1][CH:2]([CH2:19][NH:30][CH:27]([CH3:29])[CH3:28])[CH2:3][O:4][C:5]1[CH:10]=[CH:9][CH:8]=[CH:7][C:6]=1[C:11]1[CH2:12][CH2:13][C:14](=[O:18])[N:15]([CH3:17])[N:16]=1. Procedure details: A mixture of 6-[2-(2,3-epoxypropoxy)phenyl]-2-methyl-4,5-dihydro-3(2H)-pyridazinone (1.05 g, 0.004 mole; prepared from the corresponding phenol by the method of Example 1 (b)(i), methanol (15 ml) and isopropylamine (2.1 ml, 0.024 mole) was heated under reflux for 90 minutes. The solution was evaporated under reduced pressure to give a viscous oil (1.43 g.), which was purified on a silica column by elution with a mixture of chloroform and methanol to give 6-[2-(2-hydroxy-3-isopropylaminopropoxy)p... The product is Cc1cc(N2CCC(O)C2)c2ccc(OCc3ccc(C#N)cc3)cc2n1. The reactants are Cc1cc(Cl)c2ccc(OCc3ccc(C#N)cc3)cc2n1, OC1CCNC1. As a reaction SMILES: [Cl:1][c:2]1[cH:3][c:4]([CH3:22])[n:5][c:6]2[cH:7][c:8]([O:12][CH2:13][c:14]3[cH:15][cH:16][c:17]([C:18]#[N:19])[cH:20][cH:21]3)[cH:9][cH:10][c:11]12.[OH:23][CH:24]1[CH2:25][NH:26][CH2:27][CH2:28]1>>[c:2]1([N:26]2[CH2:25][CH:24]([OH:23])[CH2:28][CH2:27]2)[cH:3][c:4]([CH3:22])[n:5][c:6]2[cH:7][c:8]([O:12][CH2:13][c:14]3[cH:15][cH:16][c:17]([C:18]#[N:19])[cH:20][cH:21]3)[cH:9][cH:10][c:11]12. Starting materials: BrC=1N=C(C(=NC1)N)C=1N(C2=C(C=NC=C2)N1)CC (5-bromo-3-(1-ethyl-1H-imidazo[4,5-c]pyridin-2-yl)pyrazin-2-amine), B(O)(O)C1=CC=C(C(=O)O)C=C1 (4-boronobenzoic acid), C(=O)([O-])[O-].[K+].[K+] (K2CO3). Reagents/catalysts: Cl[Pd]([P](C1=CC=CC=C1)(C2=CC=CC=C2)C3=CC=CC=C3)([P](C4=CC=CC=C4)(C5=CC=CC=C5)C6=CC=CC=C6)Cl (Pd(PPh3)2Cl2). Run in CN(C=O)C (N,N-dimethylformamide). Conditions: temperature 200 celsius, time 8 minute. Product: NC=1N=CC(=NC1C=1N(C2=C(C=NC=C2)N1)CC)C1=C(C(=O)O)C=CC=C1 (5-amino-6-(1-ethyl-1-H-imidazo[4,5-c]pyridin-2-yl)pyrazin-2-ylbenzoic acid). Yield: 8.9%. Reaction SMILES: Br[C:2]1[N:3]=[C:4]([C:9]2[N:10]([CH2:18][CH3:19])[C:11]3[CH:16]=[CH:15][N:14]=[CH:13][C:12]=3[N:17]=2)[C:5]([NH2:8])=[N:6][CH:7]=1.B([C:23]1[CH:31]=[CH:30][C:26]([C:27]([OH:29])=[O:28])=[CH:25][CH:24]=1)(O)O.C([O-])([O-])=O.[K+].[K+]>CN(C)C=O.Cl[Pd](Cl)([P](C1C=CC=CC=1)(C1C=CC=CC=1)C1C=CC=CC=1)[P](C1C=CC=CC=1)(C1C=CC=CC=1)C1C=CC=CC=1>[NH2:8][C:5]1[N:6]=[CH:7][C:2]([C:25]2[CH:24]=[CH:23][CH:31]=[CH:30][C:26]=2[C:27]([OH:29])=[O:28])=[N:3][C:4]=1[C:9]1[N:10]([CH2:18][CH3:19])[C:11]2[CH:16]=[CH:15][N:14]=[CH:13][C:12]=2[N:17]=1 |f:2.3.4,^1:45,64|. Procedure details: 5-bromo-3-(1-ethyl-1H-imidazo[4,5-c]pyridin-2-yl)pyrazin-2-amine (0.032 g, 0.10 mmol) (made in example 2), 4-boronobenzoic acid (0.033 g, 0.20 mmol), Pd(PPh3)2Cl2 (0.0035 g, 0.005 mmol) and K2CO3 (0.050 g, 0.36 mmol) were combined in 0.5 mL of N,N-dimethylformamide and heated to 200° C. in the SmithSynthesizer microwave for 8 minutes and then for a further 8 minutes at 250° C. The reaction mixture was concentrated in vacuo and the residue purified by mass directed HPLC to give 0.0032 g of the ti... Starting materials: [I-].COC(=O)[C@H](CC(C)C)O[C@@H](C1=CC=C(C=C1)C=1C=[N+](C=CC1)C)C1=CC=CC=C1 (3-{4-[(R)-{[(1S)-1-(methoxycarbonyl)-3-methylbutyl]oxy}(phenyl)methyl]phenyl}-1-methylpyridinium iodide), example 36, S(=O)(=O)([O-])S(=O)[O-].[Na+].[Na+] (sodium metabisulfite), salt, CO (methanol), C(C)(=O)O (acetic acid). The reagents and catalysts are [Pt]=O (platinum oxide). Solvent: ClCCl (dichloromethane). Reaction conditions: time 48 hour. Yields the product CC(C[C@@H](C(=O)OC)O[C@H](C1=CC=CC=C1)C1=CC=C(C=C1)C1CN(CCC1)C)C (methyl(2S)-4-methyl-2-{[(R)-[4-(1-methylpiperidin-3-yl)phenyl](phenyl)methyl]oxy}pentanoate). Reaction SMILES: [I-].[CH3:2][O:3][C:4]([C@@H:6]([O:11][C@H:12]([C:26]1[CH:31]=[CH:30][CH:29]=[CH:28][CH:27]=1)[C:13]1[CH:18]=[CH:17][C:16]([C:19]2[CH:20]=[N+:21]([CH3:25])[CH:22]=[CH:23][CH:24]=2)=[CH:15][CH:14]=1)[CH2:7][CH:8]([CH3:10])[CH3:9])=[O:5].S(S([O-])=O)([O-])(=O)=O.[Na+].[Na+].CO.C(O)(=O)C>ClCCl.[Pt]=O>[CH3:9][CH:8]([CH3:10])[CH2:7][C@H:6]([O:11][C@@H:12]([C:13]1[CH:18]=[CH:17][C:16]([CH:19]2[CH2:24][CH2:23][CH2:22][N:21]([CH3:25])[CH2:20]2)=[CH:15][CH:14]=1)[C:26]1[CH:31]=[CH:30][CH:29]=[CH:28][CH:27]=1)[C:4]([O:3][CH3:2])=[O:5] |f:0.1,2.3.4|. Reported procedure: To avoid catalytic poisoning during the hydrogenation, the quaternary pyridinium salt was first washed to remove free iodide. 3-{4-[(R)-{[(1S)-1-(methoxycarbonyl)-3-methylbutyl]oxy}(phenyl)methyl]phenyl}-1-methylpyridinium iodide from step 3 in example 36 (3.58 g, 6.6 mmol) was dissolved in dichloromethane (100 mL) and shaken with 5% sodium metabisulfite (30 mL) until the heavy red color dissipated. The organic layer was separated, dried (Na2SO4), filtered and concentrated to recover 3.2 g. of s... The reactants are B, C1CCOC1, C1CCOC1, CN(CCO)CCCN1C(=O)CCc2cc([N+](=O)[O-])ccc21. Yields the product CN(CCO)CCCN1CCCc2cc([N+](=O)[O-])ccc21. Reaction SMILES: [BH3:33].[CH2:23]1[O:24][CH2:25][CH2:26][CH2:27]1.[O:28]1[CH2:29][CH2:30][CH2:31][CH2:32]1.[OH:1][CH2:2][CH2:3][N:4]([CH2:5][CH2:6][CH2:7][N:8]1[C:9](=[O:21])[CH2:10][CH2:11][c:12]2[cH:13][c:14]([N+:18](=[O:19])[O-:20])[cH:15][cH:16][c:17]21)[CH3:22]>>[OH:1][CH2:2][CH2:3][N:4]([CH2:5][CH2:6][CH2:7][N:8]1[CH2:9][CH2:10][CH2:11][c:12]2[cH:13][c:14]([N+:18](=[O:19])[O-:20])[cH:15][cH:16][c:17]21)[CH3:22].